This data is from the Open Reaction Database (ORD), a public repository of structured organic reaction records. The task is: describe an organic reaction: reactants, conditions, products, and yield Starting materials: C(C)(=O)OC=1C(=CC2=C(C=CO2)C1C(C)(C)C)C(C)(C)C (5-acetoxy-4,6-di-tert-butylbenzofuran), [H-].[Al+3].[Li+].[H-].[H-].[H-] (Lithium aluminum hydride), O (water), Cl (HCl). The solvent is O1CCCC1 (tetrahydrofuran), O1CCCC1 (tetrahydrofuran). Product: C(C)(C)(C)C1=C(C(=CC2=C1C=CO2)C(C)(C)C)O (4,6-di-tert-butyl-5-hydroxybenzofuran). Isolated yield 97.2%. As a reaction SMILES: [H-].[Al+3].[Li+].[H-].[H-].[H-].C([O:10][C:11]1[C:12]([C:24]([CH3:27])([CH3:26])[CH3:25])=[CH:13][C:14]2[O:18][CH:17]=[CH:16][C:15]=2[C:19]=1[C:20]([CH3:23])([CH3:22])[CH3:21])(=O)C.O.Cl>O1CCCC1>[C:20]([C:19]1[C:15]2[CH:16]=[CH:17][O:18][C:14]=2[CH:13]=[C:12]([C:24]([CH3:27])([CH3:26])[CH3:25])[C:11]=1[OH:10])([CH3:23])([CH3:22])[CH3:21] |f:0.1.2.3.4.5|. Procedure details: Lithium aluminum hydride (1.31 g) was suspended in tetrahydrofuran (150 ml) under a nitrogen atmosphere. A solution of 5-acetoxy-4,6-di-tert-butylbenzofuran (10 g) in tetrahydrofuran (100 ml) was added dropwise to the suspension under cooling with ice. After heating under reflux for 3 h, the mixture was cooled to room temperature and, after addition of water and 10% aqueous HCl (100 ml), the mixture was subjected to extraction with ethyl acetate. The organic layer was dried over anhydrous magnes... Starting materials: CO, CNCC(=O)c1ccc(O)c2[nH]c(C(=O)OC)cc12, Cl. Product: CNCC(O)c1ccc(O)c2[nH]c(C(=O)OC)cc12, Cl. RXN SMILES: [CH3:21][OH:22].[CH3:2][O:3][C:4](=[O:5])[c:6]1[nH:7][c:8]2[c:9]([OH:20])[cH:10][cH:11][c:12]([C:15]([CH2:16][NH:17][CH3:18])=[O:19])[c:13]2[cH:14]1.[ClH:1]>>[CH3:2][O:3][C:4](=[O:5])[c:6]1[nH:7][c:8]2[c:9]([OH:20])[cH:10][cH:11][c:12]([CH:15]([CH2:16][NH:17][CH3:18])[OH:19])[c:13]2[cH:14]1.[ClH:1].